From a dataset of the Open Reaction Database (ORD), a public repository of structured organic reaction records. describe an organic reaction: reactants, conditions, products, and yield Reactants: ClCCCI (3-chloro-1-iodopropane), CCCCCCC (Heptane), crude product, S1CC(NC2=C1C=CC=C2)=O (2H-1,4-benzothiazine-3(4H)-one), C(=O)([O-])[O-].[Cs+].[Cs+] (Cs2CO3). Solvent: C(C)#N (acetonitrile), C(C)#N (acetonitrile). Run at time 30 minute. Yields the product ClCCCN1C(CSC2=C1C=CC=C2)=O (4-(3-Chloropropyl)-4H-benzo[1,4]thiazin-3-one). Reaction SMILES: [S:1]1[C:6]2[CH:7]=[CH:8][CH:9]=[CH:10][C:5]=2[NH:4][C:3](=[O:11])[CH2:2]1.C([O-])([O-])=O.[Cs+].[Cs+].[Cl:18][CH2:19][CH2:20][CH2:21]I.CCCCCCC>C(#N)C>[Cl:18][CH2:19][CH2:20][CH2:21][N:4]1[C:5]2[CH:10]=[CH:9][CH:8]=[CH:7][C:6]=2[S:1][CH2:2][C:3]1=[O:11] |f:1.2.3|. Procedure: 2H-1,4-benzothiazine-3(4H)-one (1.0 g, 6.05 mmol) and Cs2CO3 (2.96 g, 9.08 mmol) were dissolved in dry acetonitrile (20 mL) under nitrogen atmosphere and stirred at rt for 30 min. 3-chloro-1-iodopropane (1.37 g, 6.66 mmol) dissolved in acetonitrile (4 mL) was added via a syringe. The reaction mixture was stirred at rt for 18 hours and concentrated in vacuo. Water (150 mL) was added and the reaction mixture was extracted with ethyl acetate (3×150 mL). The combined organic phases were dried (MgSO4... The reactants are [Al+3], [Br-], [Br-], [Br-], C1CCSC1, COC(=O)C(=O)Oc1cccc2c1OCC(C#N)=C2, CCl, Cl, O. Yields the product N#CC1=Cc2cccc(OC(=O)C(=O)O)c2OC1. Reaction SMILES: [Al+3:7].[Br-:6].[Br-:8].[Br-:9].[CH2:1]1[CH2:2][S:3][CH2:4][CH2:5]1.[CH3:10][O:11][C:12]([C:13](=[O:14])[O:15][c:16]1[cH:17][cH:18][cH:19][c:20]2[c:25]1[O:24][CH2:23][C:22]([C:26]#[N:27])=[CH:21]2)=[O:28].[CH3:30][Cl:31].[ClH:29].[OH2:32]>>[O:11]=[C:12]([C:13](=[O:14])[O:15][c:16]1[cH:17][cH:18][cH:19][c:20]2[c:25]1[O:24][CH2:23][C:22]([C:26]#[N:27])=[CH:21]2)[OH:28]. The reactants are NC1=CC(=NC=C1)C(=O)C1=CN(C2=C1C=NC=C2)C(CO[Si](C)(C)C(C)(C)C)(C)C ((4-aminopyridin-2-yl)[1-(2-{[tert-butyl(dimethyl)silyl]oxy}-1,1-dimethylethyl)-1H-pyrrolo[3,2-c]pyridin-3-yl]methanone), C(#N)C1=CC=C(C=C1)CC(=O)O (4-cyanophenylacetic acid). The product is [Si](C)(C)(C(C)(C)C)OCC(C)(C)N1C=C(C=2C=NC=CC21)C(=O)C2=NC=CC(=C2)NC(CC2=CC=C(C=C2)C#N)=O (N-(2-{[1-(2-{[tert-butyl(dimethyl)silyl]oxy}-1,1-dimethylethyl)-1H-pyrrolo[3,2-c]pyridin-3-yl]carbonyl}pyridin-4-yl)-2-(4-cyanophenyl)acetamide). RXN SMILES: [NH2:1][C:2]1[CH:7]=[CH:6][N:5]=[C:4]([C:8]([C:10]2[C:14]3[CH:15]=[N:16][CH:17]=[CH:18][C:13]=3[N:12]([C:19]([CH3:30])([CH3:29])[CH2:20][O:21][Si:22]([C:25]([CH3:28])([CH3:27])[CH3:26])([CH3:24])[CH3:23])[CH:11]=2)=[O:9])[CH:3]=1.[C:31]([C:33]1[CH:38]=[CH:37][C:36]([CH2:39][C:40](O)=[O:41])=[CH:35][CH:34]=1)#[N:32]>>[Si:22]([O:21][CH2:20][C:19]([N:12]1[C:13]2[CH:18]=[CH:17][N:16]=[CH:15][C:14]=2[C:10]([C:8]([C:4]2[CH:3]=[C:2]([NH:1][C:40](=[O:41])[CH2:39][C:36]3[CH:37]=[CH:38][C:33]([C:31]#[N:32])=[CH:34][CH:35]=3)[CH:7]=[CH:6][N:5]=2)=[O:9])=[CH:11]1)([CH3:30])[CH3:29])([C:25]([CH3:28])([CH3:27])[CH3:26])([CH3:23])[CH3:24]. Procedure: Prepared according to the method described for Method M (Example 206) using (4-aminopyridin-2-yl)[1-(2-{[tert-butyl(dimethyl)silyl]oxy}-1,1-dimethylethyl)-1H-pyrrolo[3,2-c]pyridin-3-yl]methanone (Preparation 27) and 4-cyanophenylacetic acid. The residue was purified using silca gel column chromatography eluting with EtOAc to afford the title compound that was taken directly on to the next step. Reactants: CCC(C)C1(NC(C)=O)CCN(C(CCc2ccccc2)C(=O)NC(Cc2cc(F)cc(F)c2)C(O)C2Cc3ccccc3CN2Cc2ccc(OC)cc2)C1=O, CC(=O)O, CO. Yields the product CCC(C)C1(NC(C)=O)CCN(C(CCc2ccccc2)C(=O)NC(Cc2cc(F)cc(F)c2)C(O)C2Cc3ccccc3CN2)C1=O. RXN SMILES: [CH3:1][O:2][c:3]1[cH:4][cH:5][c:6]([CH2:7][N:8]2[CH2:9][c:10]3[cH:11][cH:12][cH:13][cH:14][c:15]3[CH2:16][CH:17]2[CH:18]([CH:19]([CH2:20][c:21]2[cH:22][c:23]([F:28])[cH:24][c:25]([F:27])[cH:26]2)[NH:29][C:30]([CH:31]([CH2:32][CH2:33][c:34]2[cH:35][cH:36][cH:37][cH:38][cH:39]2)[N:40]2[C:41](=[O:53])[C:42]([CH:45]([CH3:46])[CH2:47][CH3:48])([NH:49][C:50]([CH3:51])=[O:52])[CH2:43][CH2:44]2)=[O:54])[OH:55])[cH:56][cH:57]1.[CH3:58][C:59](=[O:60])[OH:61].[CH3:62][OH:63]>>[NH:8]1[CH2:9][c:10]2[cH:11][cH:12][cH:13][cH:14][c:15]2[CH2:16][CH:17]1[CH:18]([CH:19]([CH2:20][c:21]1[cH:22][c:23]([F:28])[cH:24][c:25]([F:27])[cH:26]1)[NH:29][C:30]([CH:31]([CH2:32][CH2:33][c:34]1[cH:35][cH:36][cH:37][cH:38][cH:39]1)[N:40]1[C:41](=[O:53])[C:42]([CH:45]([CH3:46])[CH2:47][CH3:48])([NH:49][C:50]([CH3:51])=[O:52])[CH2:43][CH2:44]1)=[O:54])[OH:55]. Starting materials: OC=1C=C(C(=O)OCC)C=CC1O (3,4-dihydroxybenzoic acid, ethyl ester), CNN (methylhydrazine). The product is CN(N)C(C1=CC(=C(C=C1)O)O)=O (3,4-Dihydroxybenzoic acid, 1-methylhydrazide). As a reaction SMILES: [OH:1][C:2]1[CH:3]=[C:4]([CH:10]=[CH:11][C:12]=1[OH:13])[C:5](OCC)=[O:6].[CH3:14][NH:15][NH2:16]>>[CH3:14][N:15]([C:5](=[O:6])[C:4]1[CH:10]=[CH:11][C:12]([OH:13])=[C:2]([OH:1])[CH:3]=1)[NH2:16]. Procedure: 0.11 g (0.05 mol) of 3,4-dihydroxybenzoic acid, ethyl ester and 106 ml of methylhydrazine (2 mol) were refluxed for 3 days. The reaction mixture was evaporated in vacuo and the oily residue treated with ethanol and evaporated again. This was repeated once more. After retreatment with ethanol, 3,4-dihydroxybenzoic acid, 1-methylhydrazide began to crystallize. The crude product was removed by filtration and recrystallized from ethanol; yield: 3.8 g, melting point 202°-205° C.